From a dataset of the Open Reaction Database (ORD), a public repository of structured organic reaction records. describe an organic reaction: reactants, conditions, products, and yield Starting materials: C(C)(=O)O[BH-](OC(C)=O)OC(C)=O.[Na+] (sodium triacetoxyborohydride), C(C)(=O)O (acetic acid), NC=1SC=CN1 (2-aminothiazole), NC1CCN(CC1)C(=O)OC(C)(C)C (tert-butyl 4-aminopiperidine-1-carboxylate), C(C)(=O)O[BH-](OC(C)=O)OC(C)=O.[Na+] (sodium triacetoxyborohydride), C(C)(=O)O (acetic acid). Solvent: C1CCOC1 (THF). Conditions: time 24 hour. The product is C(C)(C)(C)OC(=O)N1CCC(CC1)NC=1SC=CN1 (tert-butyl-4-(thiazol-2-ylamino)piperidine-1-carboxylate). The yield is 5.0%. Reaction SMILES: [NH2:1][C:2]1[S:3][CH:4]=[CH:5][N:6]=1.N[CH:8]1[CH2:13][CH2:12][N:11]([C:14]([O:16][C:17]([CH3:20])([CH3:19])[CH3:18])=[O:15])[CH2:10][CH2:9]1.C(O[BH-](OC(=O)C)OC(=O)C)(=O)C.[Na+].C(O)(=O)C>C1COCC1>[C:17]([O:16][C:14]([N:11]1[CH2:12][CH2:13][CH:8]([NH:1][C:2]2[S:3][CH:4]=[CH:5][N:6]=2)[CH2:9][CH2:10]1)=[O:15])([CH3:20])([CH3:18])[CH3:19] |f:2.3|. Procedure details: A mixture of 5.0 g (50 mmol) 2-aminothiazole, 10.0 g (50 mmol) tert-butyl 4-aminopiperidine-1-carboxylate, 21.2 g (100 mmol) sodium triacetoxyborohydride and 5.7 ml (100 mmol) acetic acid in THF (100 ml) was stirred for 24 h at RT. Subsequently, a further 10.6 g (50 mmol) sodium triacetoxyborohydride and 2.85 ml (50 mmol) acetic acid were added and stirring took place for a further 2 d at RT. The solvent was removed in vacuo and the residue was taken up by chloroform and washed a plurality of ti... Reactants: CSc1cc(C(=O)O)nc2cc(Cl)ccc12, CCOC(=O)N1CCN(C(=O)C(N)CCC(=O)OC(C)(C)C)CC1, C1CCOC1, CCN=C=NCCCN(C)C, CCOC(C)=O, CN(C)C=O, On1nnc2ccccc21. Yields the product CCOC(=O)N1CCN(C(=O)C(CCC(=O)OC(C)(C)C)NC(=O)c2cc(SC)c3ccc(Cl)cc3n2)CC1. RXN SMILES: [C:1](=[O:2])([OH:3])[c:4]1[n:5][c:6]2[cH:7][c:8]([Cl:16])[cH:9][cH:10][c:11]2[c:12]([S:14][CH3:15])[cH:13]1.[CH2:17]([CH3:18])[O:19][C:20](=[O:21])[N:22]1[CH2:23][CH2:24][N:25]([C:28](=[O:29])[CH:30]([CH2:31][CH2:32][C:33](=[O:34])[O:35][C:36]([CH3:37])([CH3:38])[CH3:39])[NH2:40])[CH2:26][CH2:27]1.[CH2:62]1[O:63][CH2:64][CH2:65][CH2:66]1.[CH3:41][CH2:42][N:43]=[C:44]=[N:45][CH2:46][CH2:47][CH2:48][N:49]([CH3:50])[CH3:51].[CH3:72][CH2:73][O:74][C:75](=[O:76])[CH3:77].[O:67]=[CH:68][N:69]([CH3:70])[CH3:71].[OH:52][n:53]1[c:54]2[c:55]([cH:56][cH:57][cH:58][cH:59]2)[n:60][n:61]1>>[C:1](=[O:3])([c:4]1[n:5][c:6]2[cH:7][c:8]([Cl:16])[cH:9][cH:10][c:11]2[c:12]([S:14][CH3:15])[cH:13]1)[NH:40][CH:30]([C:28]([N:25]1[CH2:24][CH2:23][N:22]([C:20]([O:19][CH2:17][CH3:18])=[O:21])[CH2:27][CH2:26]1)=[O:29])[CH2:31][CH2:32][C:33](=[O:34])[O:35][C:36]([CH3:37])([CH3:38])[CH3:39].